describe an organic reaction: reactants, conditions, products, and yield From a dataset of the Open Reaction Database (ORD), a public repository of structured organic reaction records. Reported procedure: Benzyl 6-(α-Hydroxyethyl)-7-oxo-1-azabicyclo [3.2.0]hept-2-ene-2-carboxylate (I) (18 mg) is dissolved in 1 ml of pyridine (Py) and 0.2 ml of acetic anhydride (Ac2O). The mixture is stirred at 25° C. for 3 hours and then evaporated to dryness to give oily residue. The residue is dissolved in 0.2 ml chloroform and chromatographed on two 20×20 cm, 250μ silica gel TLC plates (Rf 0.56, 20% ethylacetate/chloroform) to give 4 mg. of the desired product (II) which shows nmr (CDCl3, 60 MHZ) resonances at... Run in C(Cl)(Cl)Cl (chloroform), N1=CC=CC=C1 (pyridine). The reactants are desired product ( II ), β-lactam, esters, OC(C)C1C2CC=C(N2C1=O)C(=O)OCC1=CC=CC=C1 (Benzyl 6-(α-Hydroxyethyl)-7-oxo-1-azabicyclo [3.2.0]hept-2-ene-2-carboxylate), carbonyl, C(C)(=O)OC(C)=O (acetic anhydride). Run at temperature 25 celsius, time 3 hour. The product is C(C)(=O)OC(C)C1C2CC=C(N2C1=O)C(=O)OCC1=CC=CC=C1 (Benzyl 6-(α-Acetoxyethyl)-7-oxo-1-azabicyclo[3.2.0]-hept-2-ene-2-carboxylate). Reaction SMILES: [OH:1][CH:2]([CH:4]1[C:10](=[O:11])[N:9]2[CH:5]1[CH2:6][CH:7]=[C:8]2[C:12]([O:14][CH2:15][C:16]1[CH:21]=[CH:20][CH:19]=[CH:18][CH:17]=1)=[O:13])[CH3:3].[C:22](OC(=O)C)(=[O:24])[CH3:23]>N1C=CC=CC=1.C(Cl)(Cl)Cl>[C:22]([O:1][CH:2]([CH:4]1[C:10](=[O:11])[N:9]2[CH:5]1[CH2:6][CH:7]=[C:8]2[C:12]([O:14][CH2:15][C:16]1[CH:17]=[CH:18][CH:19]=[CH:20][CH:21]=1)=[O:13])[CH3:3])(=[O:24])[CH3:23]. Starting materials: C(C)N(C(C1=C(C(=CC=C1)CC)CC)=O)CC (N,N-diethyl-2,3-diethylbenzamide), C(C1=CC=CC=C1)N1CC(CC1)C#N (1-benzyl-3-cyanopyrrolidine), C(C)(C)NC(C)C (diisopropylamine), CCCCCC.C(CCC)[Li] (n-butyllithium hexane). Solvent: O1CCCC1 (tetrahydrofuran), O1CCCC1 (tetrahydrofuran), O1CCCC1 (tetrahydrofuran). Run at temperature 0 celsius, time 30 minute. The product is C(C1=CC=CC=C1)N1CC(CC1)C=1NC(C2=CC=CC(=C2C1)C)=O ((±)-3-(1-benzylpyrrolidin-3-yl)-5-methyl-2H-isoquinolin-1-one). Yield: 107.9%. Reaction SMILES: C(NC(C)C)(C)C.CCCCCC.C([Li])CCC.C([N:21]([CH2:34][CH3:35])[C:22](=[O:33])[C:23]1[CH:28]=[CH:27][CH:26]=[C:25]([CH2:29]C)[C:24]=1[CH2:31]C)C.[CH2:36]([N:43]1[CH2:47]C[CH:45](C#N)[CH2:44]1)[C:37]1[CH:42]=[CH:41][CH:40]=[CH:39][CH:38]=1>O1CCCC1>[CH2:36]([N:43]1[CH2:44][CH2:45][CH:35]([C:34]2[NH:21][C:22](=[O:33])[C:23]3[C:24]([CH:31]=2)=[C:25]([CH3:29])[CH:26]=[CH:27][CH:28]=3)[CH2:47]1)[C:37]1[CH:42]=[CH:41][CH:40]=[CH:39][CH:38]=1 |f:1.2|. Procedure: A solution (400 mL) of diisopropylamine (26.9 g) in tetrahydrofuran was cooled to −5° C. and 1.57 M n-butyllithium hexane solution (154 ml) was added dropwise to the solution. After stirring at 0° C. for 30 min, the mixture was cooled to −78° C. and a solution (50 mL) of N,N-diethyl-2,3-diethylbenzamide (45.1 g) in tetrahydrofuran was added dropwise. After stirring at −78° C. for 1 hr, a solution (50 mL) of 1-benzyl-3-cyanopyrrolidine (37.18 g) in tetrahydrofuran was added dropwise. After Comple... Starting materials: CCCOc1ccc(CN2CCC(C(O)(c3ccc(C(F)(F)F)cc3)c3ccc(C(F)(F)F)cc3)CC2)cc1, CO, [Cl-], [Na+], OO. Product: CCCOc1ccc(C[N+]2([O-])CCC(C(O)(c3ccc(C(F)(F)F)cc3)c3ccc(C(F)(F)F)cc3)CC2)cc1. As a reaction SMILES: [CH2:1]([CH2:2][CH3:3])[O:4][c:5]1[cH:6][cH:7][c:8]([CH2:11][N:12]2[CH2:13][CH2:14][CH:15]([C:18]([OH:19])([c:20]3[cH:21][cH:22][c:23]([C:26]([F:27])([F:28])[F:29])[cH:24][cH:25]3)[c:30]3[cH:31][cH:32][c:33]([C:36]([F:37])([F:38])[F:39])[cH:34][cH:35]3)[CH2:16][CH2:17]2)[cH:9][cH:10]1.[CH3:44][OH:45].[Cl-:43].[Na+:42].[OH:40][OH:41]>>[CH2:1]([CH2:2][CH3:3])[O:4][c:5]1[cH:6][cH:7][c:8]([CH2:11][N+:12]2([O-:40])[CH2:13][CH2:14][CH:15]([C:18]([OH:19])([c:20]3[cH:21][cH:22][c:23]([C:26]([F:27])([F:28])[F:29])[cH:24][cH:25]3)[c:30]3[cH:31][cH:32][c:33]([C:36]([F:37])([F:38])[F:39])[cH:34][cH:35]3)[CH2:16][CH2:17]2)[cH:9][cH:10]1.